Dataset: the Open Reaction Database (ORD), a public repository of structured organic reaction records. Task: describe an organic reaction: reactants, conditions, products, and yield Reactants: N1C(=O)N=C(N)C=C1 (Cytosine), S(=O)(=O)([O-])[O-].[NH4+].[NH4+] (ammonium sulfate), C[Si](N[Si](C)(C)C)(C)C (hexamethyldisilazane). The product is C[Si](C)(C)N(C1=NC(NC=C1)=O)[Si](C)(C)C (Bis-trimethylsilylcytosine). Reaction SMILES: [NH:1]1[CH:8]=[CH:7][C:5](N)=[N:4][C:2]1=[O:3].S([O-])([O-])(=O)=O.[NH4+].[NH4+].[CH3:16][Si:17]([CH3:24])([CH3:23])[NH:18][Si:19]([CH3:22])([CH3:21])[CH3:20]>>[CH3:16][Si:17]([N:18]([Si:19]([CH3:22])([CH3:21])[CH3:20])[C:8]1[CH:7]=[CH:5][NH:4][C:2](=[O:3])[N:1]=1)([CH3:24])[CH3:23] |f:1.2.3|. Procedure: Cytosine (12.0 g), hexamethyldisilazane (60 ml) and ammonium sulfate (10 mg) were refluxed at 125° C. for 30 minutes to form a homogenous solution. The hexamethyldisilazane was removed by distillation to form the titled product. Starting materials: O=Cc1cc(I)ccc1O, O=c1cc(N2CCNCC2)nc[nH]1. The product is O=c1cc(N2CCN(Cc3cc(I)ccc3O)CC2)nc[nH]1. RXN SMILES: [I:14][c:15]1[cH:16][cH:17][c:18]([OH:23])[c:19]([CH:20]=[O:21])[cH:22]1.[N:1]1([c:7]2[cH:8][c:9](=[O:13])[nH:10][cH:11][n:12]2)[CH2:2][CH2:3][NH:4][CH2:5][CH2:6]1>>[N:1]1([c:7]2[cH:8][c:9](=[O:13])[nH:10][cH:11][n:12]2)[CH2:2][CH2:3][N:4]([CH2:20][c:19]2[c:18]([OH:23])[cH:17][cH:16][c:15]([I:14])[cH:22]2)[CH2:5][CH2:6]1. Procedure: 2 ml of pyridine were added to a solution of 11.0 g (0.05 mol) of 2,2,6-trimethyl-4-(1,2,4-triazol-1yl)-5hepten-3-ol (preparation analogous to Example 2) in 100 ml of acetic anhydride and the mixture was stirred at 70° C. for four hours. Thereafter, the reaction mixture was poured onto water and neutralized with sodium bicarbonate. The aqueous phase was extracted several times with ether and the ether phase was dried over sodium sulphate and concentrated. 9.7 g (74% of theory) of 3-acetoxy-2,2,6... The product is C(C)(=O)OC(C(C)(C)C)C(C=C(C)C)N1N=CN=C1 (3-acetoxy-2,2,6-trimethyl-4-(1,2,4-triazol-1-yl)-5-heptene). Starting materials: N1=CC=CC=C1 (pyridine), CC(C)(C(C(C=C(C)C)N1N=CN=C1)O)C (2,2,6-trimethyl-4-(1,2,4-triazol-1yl)-5hepten-3-ol), C([O-])(O)=O.[Na+] (sodium bicarbonate). Isolated yield 74.0%. Solvent: C(C)(=O)OC(C)=O (acetic anhydride). Run at temperature 70 celsius, time 4 hour. Reaction SMILES: N1[CH:6]=[CH:5]C=CC=1.[CH3:7][C:8]([CH3:22])([CH:10]([OH:21])[CH:11]([N:16]1[CH:20]=[N:19][CH:18]=[N:17]1)[CH:12]=[C:13]([CH3:15])[CH3:14])[CH3:9].C(=O)(O)[O-:24].[Na+]>C(OC(=O)C)(=O)C>[C:5]([O:21][CH:10]([CH:11]([N:16]1[CH:20]=[N:19][CH:18]=[N:17]1)[CH:12]=[C:13]([CH3:14])[CH3:15])[C:8]([CH3:22])([CH3:7])[CH3:9])(=[O:24])[CH3:6] |f:2.3|. Procedure details: The ester prepared as in (a) above (300 mg, 1.08 mmol) in 0.5N sodium hydroxide (20 ml) was stirred under nitrogen at reflux for 1 hour. The reaction mixture was allowed to cool, washed with ethyl acetate and then acidified to pH 1.5. The aqueous solution was then extracted with ethyl acetate which on drying (MgSO4) and evaporation followed by ether trituration produced the title compound (267 mg). νmax (Nujol) 1680, 1615, 1499, 1580 cm-1, δ(CD3OD+D6DMSO) 8.30 (4H, ABq, J10 Hz, aryl protons), 8.... The reactants are ester, C(C)OC(=O)C1=CN(NC1=O)C1=CC=C(C=C1)[N+](=O)[O-] (4-Ethoxycarbonyl-2-(4-nitrophenyl)-3-pyrazolin-5-one). Solvent: [OH-].[Na+] (sodium hydroxide). Yields the product [N+](=O)([O-])C1=CC=C(C=C1)N1NC(C(=C1)C(=O)O)=O (2-(4-Nitrophenyl)-3-pyrazolin-5-one-4-carboxylic acid). As a reaction SMILES: C([O:3][C:4]([C:6]1[C:10](=[O:11])[NH:9][N:8]([C:12]2[CH:17]=[CH:16][C:15]([N+:18]([O-:20])=[O:19])=[CH:14][CH:13]=2)[CH:7]=1)=[O:5])C>[OH-].[Na+]>[N+:18]([C:15]1[CH:16]=[CH:17][C:12]([N:8]2[CH:7]=[C:6]([C:4]([OH:5])=[O:3])[C:10](=[O:11])[NH:9]2)=[CH:13][CH:14]=1)([O-:20])=[O:19] |f:1.2|. Starting materials: C1CCOC1, C[Si](C)(C)[N-][Si](C)(C)C, [Li+], N#Cc1ccncc1N, CCOC(=O)Cc1nc2ccccc2[nH]1. Yields the product N#Cc1ccncc1NC(=O)Cc1nc2ccccc2[nH]1. RXN SMILES: [CH2:35]1[O:36][CH2:37][CH2:38][CH2:39]1.[CH3:2][Si:3]([N-:4][Si:5]([CH3:6])([CH3:7])[CH3:8])([CH3:9])[CH3:10].[Li+:1].[NH2:26][c:27]1[cH:28][n:29][cH:30][cH:31][c:32]1[C:33]#[N:34].[n:11]1[c:12]([CH2:20][C:21]([O:23][CH2:22][CH3:24])=[O:25])[nH:13][c:14]2[c:15]1[cH:16][cH:17][cH:18][cH:19]2>>[nH:11]1[c:12]([CH2:20][C:21](=[O:23])[NH:26][c:27]2[cH:28][n:29][cH:30][cH:31][c:32]2[C:33]#[N:34])[n:13][c:14]2[c:15]1[cH:16][cH:17][cH:18][cH:19]2. The reactants are ClN1C(CCC1=O)=O (N-chlorosuccinimide), CN(C)C=O (DMF), O (Water), NC1=C(C=CC(=N1)N[C@@H]1[C@@H](CCCC1)NC(OC(C)(C)C)=O)C(=O)NC(C)(C)C1=CC=CC=C1 (tert-butyl cis-2-(6-amino-5-(2-phenylpropan-2-ylaminocarbonyl)pyridin-2-ylamino)cyclohexylcarbamate). The solvent is C(C)(=O)OCC (ethyl acetate). Conditions: time 1 hour. Yields the product NC1=C(C=C(C(=N1)N[C@@H]1[C@@H](CCCC1)NC(OC(C)(C)C)=O)Cl)C(=O)NC(C)(C)C1=CC=CC=C1 (tert-butyl cis-2-(6-amino-3-chloro-5-(2-phenylpropan-2-ylaminocarbonyl)pyridin-2-ylamino)cyclohexylcarbamate). The yield is 78.2%. RXN SMILES: [Cl:1]N1C(=O)CCC1=O.CN(C=O)C.[NH2:14][C:15]1[N:20]=[C:19]([NH:21][C@H:22]2[CH2:27][CH2:26][CH2:25][CH2:24][C@H:23]2[NH:28][C:29](=[O:35])[O:30][C:31]([CH3:34])([CH3:33])[CH3:32])[CH:18]=[CH:17][C:16]=1[C:36]([NH:38][C:39]([C:42]1[CH:47]=[CH:46][CH:45]=[CH:44][CH:43]=1)([CH3:41])[CH3:40])=[O:37].O>C(OCC)(=O)C>[NH2:14][C:15]1[N:20]=[C:19]([NH:21][C@H:22]2[CH2:27][CH2:26][CH2:25][CH2:24][C@H:23]2[NH:28][C:29](=[O:35])[O:30][C:31]([CH3:34])([CH3:33])[CH3:32])[C:18]([Cl:1])=[CH:17][C:16]=1[C:36]([NH:38][C:39]([C:42]1[CH:47]=[CH:46][CH:45]=[CH:44][CH:43]=1)([CH3:40])[CH3:41])=[O:37]. Procedure: N-chlorosuccinimide (17 mg) was added to a DMF (5 ml) solution containing tert-butyl cis-2-(6-amino-5-(2-phenylpropan-2-ylaminocarbonyl)pyridin-2-ylamino)cyclohexylcarbamate (60 mg) at 0° C., followed by stirring for 1 hour. Water and ethyl acetate were added to the reaction mixture. The organic layer was collected, washed with saturated saline, and dried over anhydrous sodium sulfate, and then the solvent was distilled away under reduced pressure. The obtained residue was purified by silica gel... Starting materials: N[C@@H]1CC[C@H](CC1)CC(=O)N[C@@H]1B(OC2=C(C1)C=CC=C2C(=O)O)O ((R)-3-(2-(trans-4-aminocyclohexyl)acetamido)-2-hydroxy-3,4-dihydro-2H-benzo[e][1,2]oxaborinine-8-carboxylic acid), CCN(C(C)C)C(C)C (DIEA), Cl.C(OC(C)C)=N (isopropyl formimidate hydrochloride). The solvent is CO (MeOH). Reaction conditions: time 8 hour. Product: C(N[C@@H]1CC[C@H](CC1)CC(=O)N[C@@H]1B(OC2=C(C1)C=CC=C2C(=O)O)O)=N ((R)-3-(2-(trans-4-formimidamidocyclohexyl)acetamido)-2-hydroxy-3,4-dihydro-2H-benzo[e][1,2]oxaborinine-8-carboxylic acid). Reaction SMILES: [NH2:1][C@H:2]1[CH2:7][CH2:6][C@H:5]([CH2:8][C:9]([NH:11][C@H:12]2[CH2:17][C:16]3[CH:18]=[CH:19][CH:20]=[C:21]([C:22]([OH:24])=[O:23])[C:15]=3[O:14][B:13]2[OH:25])=[O:10])[CH2:4][CH2:3]1.C[CH2:27][N:28](C(C)C)C(C)C.Cl.C(=N)OC(C)C>CO>[CH:27](=[NH:28])[NH:1][C@H:2]1[CH2:7][CH2:6][C@H:5]([CH2:8][C:9]([NH:11][C@H:12]2[CH2:17][C:16]3[CH:18]=[CH:19][CH:20]=[C:21]([C:22]([OH:24])=[O:23])[C:15]=3[O:14][B:13]2[OH:25])=[O:10])[CH2:4][CH2:3]1 |f:2.3|. Reported procedure: To (R)-3-(2-(trans-4-aminocyclohexyl)acetamido)-2-hydroxy-3,4-dihydro-2H-benzo[e][1,2]oxaborinine-8-carboxylic acid (Example 6) in MeOH was added DIEA (2.5 eq), followed by isopropyl formimidate hydrochloride (1.2 eq). The reaction mixture was stirred at RT overnight. The mixture was then concentrated in vacuo and the crude product was purified using reverse phase HPLC to afford the title compound. ESI-MS m/z 374 (MH)+. The reactants are C(C)OP(=O)(OCC)CC(=O)OCC (ethyl diethylphosphonoacetate), [H-].[Na+] (sodium hydride), C(C(C)C)C1=NC2=CC=C(C=C2C(=C1C#N)C1=CC=C(C=C1)C)\C=C\C=O (2-isobutyl-4-(4-methylphenyl)-6-[(1E)-3-oxoprop-1-en-1-yl]quinoline-3-carbonitrile). Solvent: O1CCCC1 (tetrahydrofuran), C(C)(=O)OCC (ethyl acetate), O1CCCC1 (tetrahydrofuran). Reaction conditions: time 10 minute. Yields the product C(#N)C=1C(=NC2=CC=C(C=C2C1C1=CC=C(C=C1)C)/C=C/C=C/C(=O)OCC)CC(C)C (ethyl (2E,4E)-5-[3-cyano-2-isobutyl-4-(4-methylphenyl)quinolin-6-yl]penta-2,4-dienoate). The yield is 75.4%. RXN SMILES: C(OP([CH2:9][C:10]([O:12][CH2:13][CH3:14])=[O:11])(OCC)=O)C.[H-].[Na+].[CH2:17]([C:21]1[C:30]([C:31]#[N:32])=[C:29]([C:33]2[CH:38]=[CH:37][C:36]([CH3:39])=[CH:35][CH:34]=2)[C:28]2[C:23](=[CH:24][CH:25]=[C:26](/[CH:40]=[CH:41]/[CH:42]=O)[CH:27]=2)[N:22]=1)[CH:18]([CH3:20])[CH3:19]>O1CCCC1.C(OCC)(=O)C>[C:31]([C:30]1[C:21]([CH2:17][CH:18]([CH3:20])[CH3:19])=[N:22][C:23]2[C:28]([C:29]=1[C:33]1[CH:38]=[CH:37][C:36]([CH3:39])=[CH:35][CH:34]=1)=[CH:27][C:26](/[CH:40]=[CH:41]/[CH:42]=[CH:9]/[C:10]([O:12][CH2:13][CH3:14])=[O:11])=[CH:25][CH:24]=2)#[N:32] |f:1.2|. Procedure: To a solution of ethyl diethylphosphonoacetate (1.90 g, 10.2 mmol) in tetrahydrofuran (50 ml) was added sodium hydride (60% in oil, 408 mg, 10.2 mmol) at 0° C. and the mixture was stirred for 10 min. To the reaction mixture was added 2-isobutyl-4-(4-methylphenyl)-6-[(1E)-3-oxoprop-1-en-1-yl]quinoline-3-carbonitrile (3.00 g, 8.47 mmol). The temperature of the mixture was raised to room temperature and the mixture was stirred for 10 min. The reaction mixture was diluted with a mixture of tetrahydr... Procedure details: In this example 2 g of 3-trifluoromethylbenzylsulfonamidoacetamide was dissolved in 30 ml of dichloromethane. To this was added 0.32 g of sodium hydroxide dissolved in a minimum amount of water and 0.46 of benzyltriethylammonium chloride. A solution of 1.1 ml of diethylsulfate in 5 ml of dichloromethane was added dropwise. The reaction mixture was stirred overnight at room temperature. Water was added to the reaction mixture, and the dichloromethane layer was separated. The water phase is extrac... Reaction conditions: time 8 hour. Run in ClCCl (dichloromethane), O (Water), ClCCl (dichloromethane), O (water). Reagents/catalysts: [Cl-].C(C1=CC=CC=C1)[N+](CC)(CC)CC (benzyltriethylammonium chloride). Product: C(C)N(S(=O)(=O)CC1=CC(=CC=C1)C(F)(F)F)CC#N ((N-Ethyl-3-Trifluoromethylbenzylsulfonamido)Acetonitrile). As a reaction SMILES: [F:1][C:2]([F:19])([F:18])[C:3]1[CH:4]=[C:5]([CH:15]=[CH:16][CH:17]=1)[CH2:6][S:7]([NH:10][CH2:11][C:12]([NH2:14])=O)(=[O:9])=[O:8].[OH-].[Na+].[CH2:22](OS(OCC)(=O)=O)[CH3:23]>ClCCl.O.[Cl-].C([N+](CC)(CC)CC)C1C=CC=CC=1>[CH2:22]([N:10]([CH2:11][C:12]#[N:14])[S:7]([CH2:6][C:5]1[CH:15]=[CH:16][CH:17]=[C:3]([C:2]([F:19])([F:18])[F:1])[CH:4]=1)(=[O:9])=[O:8])[CH3:23] |f:1.2,6.7|. Starting materials: C(C)OS(=O)(=O)OCC (diethylsulfate), FC(C=1C=C(CS(=O)(=O)NCC(=O)N)C=CC1)(F)F (3-trifluoromethylbenzylsulfonamidoacetamide), [OH-].[Na+] (sodium hydroxide). The reactants are BrCCOC1CCCCO1, O=C([O-])[O-], C#Cc1cc(O)cc(C(=Nc2ccc(-c3noc(C)n3)cc2)C(=NC(=O)OC)SC)c1, [K+], [K+], CN(C)C=O, O. Yields the product C#Cc1cc(OCCOC2CCCCO2)cc(C(=Nc2ccc(-c3noc(C)n3)cc2)C(=NC(=O)OC)SC)c1. As a reaction SMILES: [Br:43][CH2:44][CH2:45][O:46][CH:47]1[O:48][CH2:49][CH2:50][CH2:51][CH2:52]1.[C:37](=[O:38])([O-:39])[O-:40].[CH3:6][O:7][C:8]([N:9]=[C:10]([C:11](=[N:12][c:13]1[cH:14][cH:15][c:16](-[c:19]2[n:20][o:21][c:22]([CH3:24])[n:23]2)[cH:17][cH:18]1)[c:25]1[cH:26][c:27]([C:32]#[CH:33])[cH:28][c:29]([OH:31])[cH:30]1)[S:34][CH3:35])=[O:36].[K+:41].[K+:42].[O:1]=[CH:2][N:3]([CH3:4])[CH3:5].[OH2:53]>>[CH3:6][O:7][C:8]([N:9]=[C:10]([C:11](=[N:12][c:13]1[cH:14][cH:15][c:16](-[c:19]2[n:20][o:21][c:22]([CH3:24])[n:23]2)[cH:17][cH:18]1)[c:25]1[cH:26][c:27]([C:32]#[CH:33])[cH:28][c:29]([O:31][CH2:44][CH2:45][O:46][CH:47]2[O:48][CH2:49][CH2:50][CH2:51][CH2:52]2)[cH:30]1)[S:34][CH3:35])=[O:36].